This data is from the Open Reaction Database (ORD), a public repository of structured organic reaction records. The task is: describe an organic reaction: reactants, conditions, products, and yield The reactants are FC(C(=O)[O-])(F)F.C(C)OC(=O)C1=C2CCN(C(C2=C(C=[NH+]1)O)=O)CC1=CC=C(C=C1)F (5-(ethoxycarbonyl)-2-(4-fluorobenzyl)-8-hydroxy-1-oxo-1,2,3,4-tetrahydro-2,6-naphthyridin-6-ium trifluoroacetate), BrN1C(CCC1=O)=O (N-bromo succinimide), CC(C)(C#N)N=NC(C)(C)C#N (AIBN). Run in C(Cl)(Cl)(Cl)Cl (CCl4). Conditions: temperature 80 celsius. Product: C(C)N1C(=C2C=CN(C(C2=C(C1)O)=O)CC1=CC=C(C=C1)F)C(=O)N (Ethyl 6-(4-fluorobenzyl)-4-hydroxy-5-oxo-2,3,5,6-tetrahydro-2,6-naphthyridine-1-carboxamide). As a reaction SMILES: F[C:2](F)(F)[C:3]([O-:5])=O.C(O[C:11]([C:13]1[NH+:22]=[CH:21][C:20]([OH:23])=[C:19]2[C:14]=1[CH2:15][CH2:16][N:17]([CH2:25][C:26]1[CH:31]=[CH:30][C:29]([F:32])=[CH:28][CH:27]=1)[C:18]2=[O:24])=O)C.Br[N:34]1C(=O)CCC1=O.CC(N=NC(C#N)(C)C)(C#N)C>C(Cl)(Cl)(Cl)Cl>[CH2:13]([N:22]1[CH2:21][C:20]([OH:23])=[C:19]2[C:14]([CH:15]=[CH:16][N:17]([CH2:25][C:26]3[CH:31]=[CH:30][C:29]([F:32])=[CH:28][CH:27]=3)[C:18]2=[O:24])=[C:2]1[C:3]([NH2:34])=[O:5])[CH3:11] |f:0.1|. Reported procedure: To solution of 5-(ethoxycarbonyl)-2-(4-fluorobenzyl)-8-hydroxy-1-oxo-1,2,3,4-tetrahydro-2,6-naphthyridin-6-ium trifluoroacetate (0.020 g, 0.045 mmol; see Example 8, Step 4) in CCl4 (2 mL) is added N-bromo succinimide (0.017 g, 0.095 mmol) and AIBN (catalytic). The reaction is heated to 80° C. for 1 hour, then concentrated and chromatographed on reverse phase to give the product. Starting materials: C([O-])([O-])=O.[Na+].[Na+] (sodium carbonate), COC1=CC2=C(N=C(N2)SCC=2C=CC=C3CCCN(C23)C)C=C1 (8-(5-methoxy-2-benzimidazolyl)thiomethyl-1-methyl-1,2,3,4-tetrahydroquinoline), ClC1=CC(=CC=C1)C(=O)OO (m-chloroperbenzoic acid). The solvent is ClCCl (dichloromethane), ClCCl (dichloromethane). Reaction conditions: time 30 minute. The product is COC1=CC2=C(N=C(N2)S(=O)CC=2C=CC=C3CCCN(C23)C)C=C1 (8-(5-methoxy-2-benzimidazolyl)sulfinylmethyl-1-methyl-1,2,3,4-tetrahydroquinoline). Yield: 45.4%. RXN SMILES: [CH3:1][O:2][C:3]1[CH:24]=[CH:23][C:6]2[N:7]=[C:8]([S:10][CH2:11][C:12]3[CH:13]=[CH:14][CH:15]=[C:16]4[C:21]=3[N:20]([CH3:22])[CH2:19][CH2:18][CH2:17]4)[NH:9][C:5]=2[CH:4]=1.ClC1C=CC=C(C(OO)=[O:33])C=1.C(=O)([O-])[O-].[Na+].[Na+]>ClCCl>[CH3:1][O:2][C:3]1[CH:24]=[CH:23][C:6]2[N:7]=[C:8]([S:10]([CH2:11][C:12]3[CH:13]=[CH:14][CH:15]=[C:16]4[C:21]=3[N:20]([CH3:22])[CH2:19][CH2:18][CH2:17]4)=[O:33])[NH:9][C:5]=2[CH:4]=1 |f:2.3.4|. Procedure: To a solution of 8-(5-methoxy-2-benzimidazolyl)thiomethyl-1-methyl-1,2,3,4-tetrahydroquinoline (0.80 g) in dichloromethane (30 ml) was added a solution of m-chloroperbenzoic acid (80%, 0.51 g) in dichloromethane (10 ml) by use of a pipet at -60° C. The mixture was stirred for 30 minutes at the same temperature. Aqueous sodium carbonate was added to the reaction mixture and the mixture was extracted with dichloromethane. The extract was dried over anhydrous magnesium sulfate and the solvent was d...